From a dataset of the Open Reaction Database (ORD), a public repository of structured organic reaction records. describe an organic reaction: reactants, conditions, products, and yield Reactants: CCOC(C)=O, N#C[Cu]C#N, Cn1nnc(N(Cc2cc(C(F)(F)F)cc(C(F)(F)F)c2)Cc2cc(C(F)(F)F)ccc2Br)n1, CN(C)C=O. Yields the product Cn1nnc(N(Cc2cc(C(F)(F)F)cc(C(F)(F)F)c2)Cc2cc(C(F)(F)F)ccc2C#N)n1. RXN SMILES: [CH3:45][CH2:46][O:47][C:48](=[O:49])[CH3:50].[Cu:35]([C:36]#[N:37])[C:38]#[N:39].[F:1][C:2]([c:3]1[cH:4][c:5]([CH2:6][N:7]([c:8]2[n:9][n:10][n:11]([CH3:13])[n:12]2)[CH2:14][c:15]2[c:16]([Br:25])[cH:17][cH:18][c:19]([C:21]([F:22])([F:23])[F:24])[cH:20]2)[cH:26][c:27]([C:29]([F:30])([F:31])[F:32])[cH:28]1)([F:33])[F:34].[O:40]=[CH:41][N:42]([CH3:43])[CH3:44]>>[F:1][C:2]([c:3]1[cH:4][c:5]([CH2:6][N:7]([c:8]2[n:9][n:10][n:11]([CH3:13])[n:12]2)[CH2:14][c:15]2[c:16]([C:36]#[N:37])[cH:17][cH:18][c:19]([C:21]([F:22])([F:23])[F:24])[cH:20]2)[cH:26][c:27]([C:29]([F:30])([F:31])[F:32])[cH:28]1)([F:33])[F:34]. The reactants are FC=1C(=CC2=CN(N=C2C1)COCC[Si](C)(C)C)C(C)(O)C1=CN=C2N1N=C(C=C2)C=2C=NN(C2)C ((rac)-1-[6-Fluoro-2-(2-trimethylsilanyl-ethoxymethyl)-2H-indazol-5-yl]-1-[6-(1-methyl-1H-pyrazol-4-yl)-imidazo[1,2-b]pyridazin-3-yl]-ethanol), FC1=C(C=C2C=NN(C2=C1)COCC[Si](C)(C)C)C(C)(O)C1=CN=C2N1N=C(C=C2)C=2C=NN(C2)C ((rac)-1-[6-Fluoro-1-(2-trimethylsilanyl-ethoxymethyl)-1H-indazol-5-yl]-1-[6-(1-methyl-1H-pyrazol-4-yl)-imidazo[1,2-b]pyridazin-3-yl]-ethanol), II (iodine), O[PH2]=O (H3PO2), aqueous solution. Run in C(C)(=O)O (acetic acid). Conditions: time 5 minute. Yields the product FC1=C(C=C2C=NNC2=C1)C(C)C1=CN=C2N1N=C(C=C2)C=2C=NN(C2)C ((rac)-3-[1-(6-Fluoro-1H-indazol-5-yl)-ethyl]-6-(1-methyl-1H-pyrazol-4-yl)-imidazo[1,2-b]pyridazine). RXN SMILES: [F:1][C:2]1[C:3]([C:19]([C:22]2[N:26]3[N:27]=[C:28]([C:31]4[CH:32]=[N:33][N:34]([CH3:36])[CH:35]=4)[CH:29]=[CH:30][C:25]3=[N:24][CH:23]=2)(O)[CH3:20])=[CH:4][C:5]2[C:9]([CH:10]=1)=[N:8][N:7](COCC[Si](C)(C)C)[CH:6]=2.FC1C=C2C(C=NN2COCC[Si](C)(C)C)=CC=1C(C1N2N=C(C3C=NN(C)C=3)C=CC2=NC=1)(O)C.II.O[PH2]=O>C(O)(=O)C>[F:1][C:2]1[CH:10]=[C:9]2[C:5]([CH:6]=[N:7][NH:8]2)=[CH:4][C:3]=1[CH:19]([C:22]1[N:26]2[N:27]=[C:28]([C:31]3[CH:32]=[N:33][N:34]([CH3:36])[CH:35]=3)[CH:29]=[CH:30][C:25]2=[N:24][CH:23]=1)[CH3:20]. Reported procedure: A mixture of (rac)-1-[6-Fluoro-2-(2-trimethylsilanyl-ethoxymethyl)-2H-indazol-5-yl]-1-[6-(1-methyl-1H-pyrazol-4-yl)-imidazo[1,2-b]pyridazin-3-yl]-ethanol and (rac)-1-[6-Fluoro-1-(2-trimethylsilanyl-ethoxymethyl)-1H-indazol-5-yl]-1-[6-(1-methyl-1H-pyrazol-4-yl)-imidazo[1,2-b]pyridazin-3-yl]-ethanol (Stage 164.1, 563 mg, 1.109 mmol), iodine (844 mg, 3.33 mmol), H3PO2 (1.815 mL of a 50% aqueous solution, 16.64 mmol) and acetic acid (9.5 mL) were introduced in a microwave tube and the mixture was su... Starting materials: ClC=1N=C(C2=C(N1)N=C(S2)C)N2CCOCC2 (5-chloro-2-methyl-7-morpholin-4-yl-thiazolo[4,5-d]pyrimidine), [Se](=O)=O (selenium dioxide). Solvent: O1CCOCC1 (1,4-dioxane). Reaction conditions: temperature 105 celsius. Yields the product ClC=1N=C(C2=C(N1)N=C(S2)C=O)N2CCOCC2 (5-Chloro-7-morpholin-4-yl-thiazolo[4,5-d]pyrimidine-2-carbaldehyde). Isolated yield 49.0%. As a reaction SMILES: [Cl:1][C:2]1[N:3]=[C:4]([N:12]2[CH2:17][CH2:16][O:15][CH2:14][CH2:13]2)[C:5]2[S:10][C:9]([CH3:11])=[N:8][C:6]=2[N:7]=1.[Se](=O)=[O:19]>O1CCOCC1>[Cl:1][C:2]1[N:3]=[C:4]([N:12]2[CH2:17][CH2:16][O:15][CH2:14][CH2:13]2)[C:5]2[S:10][C:9]([CH:11]=[O:19])=[N:8][C:6]=2[N:7]=1. Reported procedure: To a solution of 5-chloro-2-methyl-7-morpholin-4-yl-thiazolo[4,5-d]pyrimidine (102 mg, 0.38 mmol) in 1,4-dioxane (5 mL) was added selenium dioxide (51 mg, 0.46 mmol) and the solution heated at 105° C. for 6 h. The reaction mixture was cooled to RT and partitioned between DCM and brine. The organic layer was isolated, then dried (MgSO4) and concentrated in vacuo. The resultant residue was purified by column chromatography to give the title compound as an orange solid (53 mg, 49%). Reactants: C(C)(C)(C)C1=C(N)C=CC=C1 (2-tert-butylaniline), Br (hydrobromic acid), N(=O)[O-].[Na+] (sodium nitrite). Reagents/catalysts: [Cu] (copper). The solvent is O (water), O (water). Conditions: time 30 minute. Product: BrC1=C(C=CC=C1)C(C)(C)C (1-bromo-2-tert-butylbenzene). Yield: 27.0%. RXN SMILES: [C:1]([C:5]1[CH:11]=[CH:10][CH:9]=[CH:8][C:6]=1N)([CH3:4])([CH3:3])[CH3:2].N([O-])=O.[Na+].[BrH:16]>O.[Cu]>[Br:16][C:6]1[CH:8]=[CH:9][CH:10]=[CH:11][C:5]=1[C:1]([CH3:4])([CH3:3])[CH3:2] |f:1.2|. Reported procedure: To a solution of 2-tert-butylaniline (7.46 g, 50 mmol 15.6 mL) in hydrobromic acid (40% w/w, 15 mL) cooled at <5° C. (ice/salt bath), a solution of 7.55 g (0.11 mol) of sodium nitrite in 10 mL of water was added at a rate that the temperature did not exceed 10° C. (ca two hour addition time). When the diazotization was completed, 0.20 g of copper powder was added. (CAUTION: the solution was refluxed very cautiously because of vigorous gas evolution!). When the vigorous evolution of nitrogen subs... Reactants: C(C)OC(C)=O (ethylacetate), S(=O)(=O)(C(F)(F)F)OS(=O)(=O)C(F)(F)F (Triflic anhydride), OC=1C(=C2N(C(C1C)=O)CCS2)[N+](=O)[O-] (7-hydroxy-6-methyl-8-nitro-2,3-dihydro-thiazolo[3,2-a]pyridin-5-one), TEA. Solvent: C(Cl)Cl (DCM), C(Cl)Cl (DCM), CCCCCC (hexane). Run at time 2 hour. Yields the product CC1=C(C(=C2N(C1=O)CCS2)[N+](=O)[O-])OS(=O)(=O)C(F)(F)F (Trifluoro-methanesulfonic acid 6-methyl-8-nitro-5-oxo-2,3-dihydro-5H-thiazolo[3,2-a]pyridin-7-yl ester). Yield: 22.8%. As a reaction SMILES: S([O:8][S:9]([C:12]([F:15])([F:14])[F:13])(=[O:11])=[O:10])(C(F)(F)F)(=O)=O.O[C:17]1[C:18]([N+:28]([O-:30])=[O:29])=[C:19]2[S:27][CH2:26][CH2:25][N:20]2[C:21](=[O:24])[C:22]=1[CH3:23].C(OC(=O)C)C>C(Cl)Cl.CCCCCC>[CH3:23][C:22]1[C:21](=[O:24])[N:20]2[CH2:25][CH2:26][S:27][C:19]2=[C:18]([N+:28]([O-:30])=[O:29])[C:17]=1[O:8][S:9]([C:12]([F:13])([F:14])[F:15])(=[O:10])=[O:11]. Procedure details: Triflic anhydride (3.4 g, 12.06 mmol) was added to a stirred solution of 7-hydroxy-6-methyl-8-nitro-2,3-dihydro-thiazolo[3,2-a]pyridin-5-one (2.5 g, 10.96 mmol) and TEA (2.3 mL, 16.44 mmol) in DCM (20 mL) at −70° C. The resulting mixture was stirred at −70° C. to −50° C. for 2 hours. The reaction mixture was monitored by TLC (50% ethylacetate in hexane). The reaction mixture was diluted DCM and quenched with bicarbonate solution. The organic layer was washed with brine solution, dried over Na2SO... Starting materials: CN(C)CC1=CC=C(O1)CCCCCN (5-[5-(Dimethylamino)methyl-2-furanyl]pentanamine), CN=C=S (methylisothiocyanate). Solvent: C(C)#N (acetonitrile). Product: CCOCC.CN(C)CC1=CC=C(O1)CCCCCNC(=S)NC (ether N-[5-(5-(dimethylamino)methyl-2-furanyl]pentyl]-N'-methylthiourea). As a reaction SMILES: [CH3:1][N:2]([CH2:4][C:5]1[O:9][C:8]([CH2:10][CH2:11][CH2:12][CH2:13][CH2:14][NH2:15])=[CH:7][CH:6]=1)[CH3:3].[CH3:16][N:17]=[C:18]=[S:19]>C(#N)C>[CH3:7][CH2:8][O:9][CH2:5][CH3:4].[CH3:1][N:2]([CH2:4][C:5]1[O:9][C:8]([CH2:10][CH2:11][CH2:12][CH2:13][CH2:14][NH:15][C:18]([NH:17][CH3:16])=[S:19])=[CH:7][CH:6]=1)[CH3:3] |f:3.4|. Procedure details: 5-[5-(Dimethylamino)methyl-2-furanyl]pentanamine (0.5 g) and methylisothiocyanate (0.25 g) were stirred in acetonitrile at room temperature for 24 hr. Solvent was removed and the product purified by column chromatography (silica/methanol) to give after trituration with ether N-[5-(5-(dimethylamino)methyl-2-furanyl]pentyl]-N'-methylthiourea as off-white crystals m.p. 66°-69°.